Dataset: the Open Reaction Database (ORD), a public repository of structured organic reaction records. Task: describe an organic reaction: reactants, conditions, products, and yield Reaction SMILES: [C:32](=[O:33])([O-:34])[OH:35].[CH3:27][S:28]([Cl:29])(=[O:30])=[O:31].[CH3:37][CH2:38][O:39][C:40](=[O:41])[CH3:42].[F:1][C:2]([F:3])([F:4])[C:5]([OH:6])=[O:7].[NH2:8][CH2:9][c:10]1[cH:11][cH:12][cH:13][c:14](-[c:16]2[s:17][c:18]3[c:19]([c:20](=[O:22])[n:21]2)[cH:23][cH:24][cH:25][cH:26]3)[n:15]1.[Na+:36].[OH2:43]>>[NH:8]([CH2:9][c:10]1[cH:11][cH:12][cH:13][c:14](-[c:16]2[s:17][c:18]3[c:19]([c:20](=[O:22])[n:21]2)[cH:23][cH:24][cH:25][cH:26]3)[n:15]1)[S:28]([CH3:27])(=[O:30])=[O:31]. Yields the product CS(=O)(=O)NCc1cccc(-c2nc(=O)c3ccccc3s2)n1. The reactants are O=C([O-])O, CS(=O)(=O)Cl, CCOC(C)=O, O=C(O)C(F)(F)F, NCc1cccc(-c2nc(=O)c3ccccc3s2)n1, [Na+], O. Reactants: ClCC=1N=C(SC1C)C1=CC=CC=C1 (4-(chloromethyl)-5-methyl-2-phenylthiazol), OC1=CC=C(CO\N=C(/CCC(=O)OC)\C2=CC=CC=C2)C=C1 (methy E-4-(4-hydroxybenzyloxyimino)-4-phenylbutyrate), C([O-])([O-])=O.[K+].[K+] (potassium carbonate), CN(C=O)C (N,N-dimethyformamide). Run in C(C)(=O)OCC.CCCCCC (ethyl acetate hexane), O (Water). Conditions: time 72 hour. The product is CC1=C(N=C(S1)C1=CC=CC=C1)COC1=CC=C(CO\N=C(/CCC(=O)OC)\C2=CC=CC=C2)C=C1 (methy E-4-[4-(5-methyl-2-phenyl-4-thiazolylmethoxy) benzyloxyimino]-4-phenylbutyrate). The yield is 71.4%. Reaction SMILES: Cl[CH2:2][C:3]1[N:4]=[C:5]([C:9]2[CH:14]=[CH:13][CH:12]=[CH:11][CH:10]=2)[S:6][C:7]=1[CH3:8].[OH:15][C:16]1[CH:37]=[CH:36][C:19]([CH2:20][O:21]/[N:22]=[C:23](/[C:30]2[CH:35]=[CH:34][CH:33]=[CH:32][CH:31]=2)\[CH2:24][CH2:25][C:26]([O:28][CH3:29])=[O:27])=[CH:18][CH:17]=1.C(=O)([O-])[O-].[K+].[K+].CN(C)C=O>C(OCC)(=O)C.CCCCCC.O>[CH3:8][C:7]1[S:6][C:5]([C:9]2[CH:14]=[CH:13][CH:12]=[CH:11][CH:10]=2)=[N:4][C:3]=1[CH2:2][O:15][C:16]1[CH:17]=[CH:18][C:19]([CH2:20][O:21]/[N:22]=[C:23](/[C:30]2[CH:31]=[CH:32][CH:33]=[CH:34][CH:35]=2)\[CH2:24][CH2:25][C:26]([O:28][CH3:29])=[O:27])=[CH:36][CH:37]=1 |f:2.3.4,6.7|. Procedure: A mixture of 4-(chloromethyl)-5-methyl-2-phenylthiazol (394 mg), methy E-4-(4-hydroxybenzyloxyimino)-4-phenylbutyrate (500 mg), potassium carbonate (442 mg) and N,N-dimethyformamide (10 ml) was stirred at room temperature for 72 hours. Water was added to the reaction mixture and extracted with ethyl acetate. The ethyl acetate layer was subjected to silica gel chromatography to obtain methy E-4-[4-(5-methyl-2-phenyl-4-thiazolylmethoxy) benzyloxyimino]-4-phenylbutyrate (570 mg, yield 71%) as a col... Reactants: CC(C)(C)OC(=O)CC1(O)CN(C(=O)OC(C)(C)C)C1, Cl, [Na+], C1COCCO1, [OH-]. Product: CC(C)(C)OC(=O)N1CC(O)(CC(=O)O)C1. Reaction SMILES: [C:1]([CH3:2])([CH3:3])([CH3:4])[O:5][C:6]([CH2:7][C:8]1([OH:19])[CH2:9][N:10]([C:12](=[O:13])[O:14][C:15]([CH3:16])([CH3:17])[CH3:18])[CH2:11]1)=[O:20].[ClH:21].[Na+:23].[O:24]1[CH2:25][CH2:26][O:27][CH2:28][CH2:29]1.[OH-:22]>>[O:5]=[C:6]([CH2:7][C:8]1([OH:19])[CH2:9][N:10]([C:12](=[O:13])[O:14][C:15]([CH3:16])([CH3:17])[CH3:18])[CH2:11]1)[OH:20]. Product: C#CC1CCC(C2CCC(C=CC)CC2)CC1. RXN SMILES: [Br:1][C:2](=[CH:3][CH:4]1[CH2:5][CH2:6][CH:7]([CH:10]2[CH2:11][CH2:12][CH:13]([CH:16]=[CH:17][CH3:18])[CH2:14][CH2:15]2)[CH2:8][CH2:9]1)[Br:19].[CH3:31][CH2:32][CH2:33][CH2:34][CH2:35][CH3:36].[Li:20][CH2:21][CH2:22][CH2:23][CH3:24].[O:26]1[CH2:27][CH2:28][CH2:29][CH2:30]1.[OH2:25]>>[CH:2]#[C:3][CH:4]1[CH2:5][CH2:6][CH:7]([CH:10]2[CH2:11][CH2:12][CH:13]([CH:16]=[CH:17][CH3:18])[CH2:14][CH2:15]2)[CH2:8][CH2:9]1. Reactants: CC=CC1CCC(C2CCC(C=C(Br)Br)CC2)CC1, CCCCCC, [Li]CCCC, C1CCOC1, O. The reactants are O.NN (hydrazine hydrate), C(C)C1(CC=C(C(=O)O)C=C1)OC (p-ethylanisic acid), O (water). The solvent is C(C)O (ethanol). The product is COC1=CC=C(C(=O)NN)C=C1 (4-methoxybenzohydrazide). Isolated yield 64.5%. Reaction SMILES: O.[NH2:2][NH2:3].C([C:6]1([O:15][CH3:16])[CH:14]=[CH:13][C:9]([C:10](O)=[O:11])=[CH:8][CH2:7]1)C.O>C(O)C>[CH3:16][O:15][C:6]1[CH:14]=[CH:13][C:9]([C:10]([NH:2][NH2:3])=[O:11])=[CH:8][CH:7]=1 |f:0.1|. Procedure details: 303 g of hydrazine hydrate was added to a solution of 150 g of p-ethylanisic acid in 300 ml of ethanol, followed by heat-refluxing for 20 hours. After the reaction, the reaction mixture was poured into 1.5 liters of iced water to precipitate a crystal. The crystal was recrystallized from ethanol to obtain 88.2 g of 4-methoxybenzohydrazide. Reactants: BrC=1C=C(C(=O)OC)C=C(C1)C(=O)N(CCC)CCC (Methyl 3-bromo-5-[(dipropylamino)carbonyl]benzoate), O.[OH-].[Li+] (lithium hydroxide monohydrate). Solvent: C1CCOC1.O.CO (THF water methanol). Conditions: time 1 hour. The product is BrC=1C=C(C(=O)O)C=C(C1)C(=O)N(CCC)CCC (3-Bromo-5-[(dipropylamino)carbonyl]benzoic acid). As a reaction SMILES: [Br:1][C:2]1[CH:3]=[C:4]([CH:9]=[C:10]([C:12]([N:14]([CH2:18][CH2:19][CH3:20])[CH2:15][CH2:16][CH3:17])=[O:13])[CH:11]=1)[C:5]([O:7]C)=[O:6].O.[OH-].[Li+]>C1COCC1.O.CO>[Br:1][C:2]1[CH:3]=[C:4]([CH:9]=[C:10]([C:12]([N:14]([CH2:18][CH2:19][CH3:20])[CH2:15][CH2:16][CH3:17])=[O:13])[CH:11]=1)[C:5]([OH:7])=[O:6] |f:1.2.3,4.5.6|. Procedure details: To a solution of methyl 3-bromo-5-[(dipropylamino)carbonyl]benzoate (XXI, PREPARATION 3, 1.4 g, 4.1 mmol) in THF/water/methanol (4/2/2, 8 mL) is added to lithium hydroxide monohydrate (0.17 g, 4.05 mmol). The mixture is stirred at 20 degrees-25 degrees C. for 1 hour and then solvent is removed under reduced pressure. The residue is dissolved in water (50 mL) and hydrochloric acid (1 N) is added to adjust the pH to about 3. The aqueous mixture is extracted with ethyl acetate and the organic phase... Reactants: C(C)(=O)OC(C)=O (acetic anhydride), COC1=C2CCC(CC2=CC=C1)N (5-methoxy-2-amino-tetralin). Yields the product COC1=C2CCC(CC2=CC=C1)NC(C)=O (5-methoxy-2-acetamido tetralin). The yield is 20.0%. RXN SMILES: [CH3:1][O:2][C:3]1[CH:12]=[CH:11][CH:10]=[C:9]2[C:4]=1[CH2:5][CH2:6][CH:7]([NH2:13])[CH2:8]2.[C:14](OC(=O)C)(=[O:16])[CH3:15]>>[CH3:1][O:2][C:3]1[CH:12]=[CH:11][CH:10]=[C:9]2[C:4]=1[CH2:5][CH2:6][CH:7]([NH:13][C:14](=[O:16])[CH3:15])[CH2:8]2. Procedure details: Using a procedure similar to that described in Example 1, 0.30 g of 5-methoxy-2-amino-tetralin yielded 0.06 g (20%) of 5-methoxy-2-acetamido tetralin following treatment with acetic anhydride.